This data is from the Open Reaction Database (ORD), a public repository of structured organic reaction records. The task is: describe an organic reaction: reactants, conditions, products, and yield Reactants: CCOC(=O)CCc1cn(Cc2ccc(OCc3ccccc3)cc2)nc1OCC, CCO, Cl, [Na+], C1CCOC1, [OH-]. The product is CCOc1nn(Cc2ccc(OCc3ccccc3)cc2)cc1CCC(=O)O. As a reaction SMILES: [CH2:1]([c:2]1[cH:3][cH:4][cH:5][cH:6][cH:7]1)[O:8][c:9]1[cH:10][cH:11][c:12]([CH2:13][n:14]2[n:15][c:16]([O:26][CH2:27][CH3:28])[c:17]([CH2:19][CH2:20][C:21](=[O:22])[O:23][CH2:24][CH3:25])[cH:18]2)[cH:29][cH:30]1.[CH3:38][CH2:39][OH:40].[ClH:41].[Na+:32].[O:33]1[CH2:34][CH2:35][CH2:36][CH2:37]1.[OH-:31]>>[CH2:1]([c:2]1[cH:3][cH:4][cH:5][cH:6][cH:7]1)[O:8][c:9]1[cH:10][cH:11][c:12]([CH2:13][n:14]2[n:15][c:16]([O:26][CH2:27][CH3:28])[c:17]([CH2:19][CH2:20][C:21](=[O:22])[OH:23])[cH:18]2)[cH:29][cH:30]1. Starting materials: CON(C)C(=O)C1CCC(OCc2ccccc2)CC1, C1CCOC1, Cl. Yields the product CC(=O)C1CCC(OCc2ccccc2)CC1. Reaction SMILES: [CH2:1]([c:2]1[cH:3][cH:4][cH:5][cH:6][cH:7]1)[O:8][CH:9]1[CH2:10][CH2:11][CH:12]([C:15](=[O:16])[N:17]([O:18][CH3:19])[CH3:20])[CH2:13][CH2:14]1.[CH2:22]1[O:23][CH2:24][CH2:25][CH2:26]1.[ClH:21]>>[CH2:1]([c:2]1[cH:3][cH:4][cH:5][cH:6][cH:7]1)[O:8][CH:9]1[CH2:10][CH2:11][CH:12]([C:15](=[O:16])[CH3:22])[CH2:13][CH2:14]1. Starting materials: Grignard reagent, [Mg] (magnesium), BrC(CC)CC (3-bromopentane), [H-].[Na+] (sodium hydride), Cl (hydrochloric acid), C(C)(=O)OC=1C(=CC(=C(C=O)C1C(C)C)O)C(C)C (5-acetoxy-2-hydroxy-4,6-diisopropylbenzaldehyde). The solvent is O (water), O1CCCC1 (tetrahydrofuran), O1CCCC1 (tetrahydrofuran), O1CCCC1 (tetrahydrofuran). Conditions: time 30 minute. The product is C(C)(=O)OC1=C(C(=C(C=C1C(C)C)O)C(C(CC)CC)O)C(C)C (4-acetoxy-2-(2-ethyl-1-hydroxybutyl)-3,5-diisopropylphenol), material. Yield: 51.0%. RXN SMILES: [C:1]([O:4][C:5]1[C:6]([CH:17]([CH3:19])[CH3:18])=[CH:7][C:8]([OH:16])=[C:9]([C:12]=1[CH:13]([CH3:15])[CH3:14])[CH:10]=[O:11])(=[O:3])[CH3:2].[H-].[Na+].[Mg].Br[CH:24]([CH2:27][CH3:28])[CH2:25][CH3:26].Cl>O1CCCC1.O>[C:1]([O:4][C:5]1[C:6]([CH:17]([CH3:19])[CH3:18])=[CH:7][C:8]([OH:16])=[C:9]([CH:10]([OH:11])[CH:24]([CH2:27][CH3:28])[CH2:25][CH3:26])[C:12]=1[CH:13]([CH3:15])[CH3:14])(=[O:3])[CH3:2] |f:1.2|. Procedure: Under argon atmosphere, 0.78 g of 5-acetoxy-2-hydroxy-4,6-diisopropylbenzaldehyde was dissolved in 2 ml of anhydrous tetrahydrofuran and a solution of 0.40 g of oily sodium hydride in 1 ml of anhydrous tetrahydrofuran was added. After additional 5 ml of anhydrous tetrahydrofuran was added, the solution was stirred at room temperature for 30 minutes. Then, 5 ml of a Grignard reagent (1.48M in tetrahydrofuran) prepared from magnesium and 3-bromopentane was added dropwise to this reaction solution ... Starting materials: CO, O=C(Nc1cccnc1OCCOC1CCCCO1)c1c[nH]c2c1-c1ncccc1CCC2, O, Cc1ccc(S(=O)(=O)O)cc1. Yields the product O=C(Nc1cccnc1OCCO)c1c[nH]c2c1-c1ncccc1CCC2. RXN SMILES: [CH3:46][OH:47].[O:1]1[CH2:2][CH2:3][CH2:4][CH2:5][CH:6]1[O:7][CH2:8][CH2:9][O:10][c:11]1[n:12][cH:13][cH:14][cH:15][c:16]1[NH:17][C:18](=[O:19])[c:20]1[cH:21][nH:22][c:23]2[c:29]1-[c:28]1[c:27]([cH:33][cH:32][cH:31][n:30]1)[CH2:26][CH2:25][CH2:24]2.[OH2:34].[c:35]1([CH3:36])[cH:37][cH:38][c:39]([S:40]([OH:41])(=[O:42])=[O:43])[cH:44][cH:45]1>>[OH:7][CH2:8][CH2:9][O:10][c:11]1[n:12][cH:13][cH:14][cH:15][c:16]1[NH:17][C:18](=[O:19])[c:20]1[cH:21][nH:22][c:23]2[c:29]1-[c:28]1[c:27]([cH:33][cH:32][cH:31][n:30]1)[CH2:26][CH2:25][CH2:24]2. Reactants: ClCCCCOC1=CC=C(C=C1)/C(=C(/CC)\C1=CC=CC=C1)/C1=CC=C(C=C1)I (E-1-(4-(4-chlorobutoxy)phenyl)-1-(4-iodophenyl)-2-phenyl-1-butene), CNC (dimethylamine), CCOCC (ether). Run in CO (methanol). Run at temperature 100 celsius. The product is CN(CCCCOC1=CC=C(C=C1)/C(=C(/CC)\C1=CC=CC=C1)/C1=CC=C(C=C1)I)C (E-1-(4-(4-(Dimethylamino)butoxy)phenyl)-1-(4-iodophenyl)-2-phenyl-1-butene), solid. Isolated yield 89.0%. As a reaction SMILES: Cl[CH2:2][CH2:3][CH2:4][CH2:5][O:6][C:7]1[CH:12]=[CH:11][C:10](/[C:13](/[C:23]2[CH:28]=[CH:27][C:26]([I:29])=[CH:25][CH:24]=2)=[C:14](\[C:17]2[CH:22]=[CH:21][CH:20]=[CH:19][CH:18]=2)/[CH2:15][CH3:16])=[CH:9][CH:8]=1.[CH3:30][NH:31][CH3:32].CCOCC>CO>[CH3:30][N:31]([CH3:32])[CH2:2][CH2:3][CH2:4][CH2:5][O:6][C:7]1[CH:12]=[CH:11][C:10](/[C:13](/[C:23]2[CH:28]=[CH:27][C:26]([I:29])=[CH:25][CH:24]=2)=[C:14](\[C:17]2[CH:22]=[CH:21][CH:20]=[CH:19][CH:18]=2)/[CH2:15][CH3:16])=[CH:9][CH:8]=1. Reported procedure: A mixture of E-1-(4-(4-chlorobutoxy)phenyl)-1-(4-iodophenyl)-2-phenyl-1-butene (0.429 g, 0.83 mmol) and dimethylamine in methanol solution (30 ml, 30%) was heated In a sealed bomb at 100° C. for 2 h, then poured into ether (75 ml), and washed with brine (100 ml) and water (2×100 ml). The organic layer was dried (Na2SO4), and concentrated in vacuo. The residues were purified by flash chromatography (silica; eluant:0-10% methanol in ether) to give the title compound as an off white solid (0.391 g,... Reactants: CS(=O)(=O)C1=CC=C(C=C1)C=1C=C2C(=CN1)OC(C2)C2CCN(CC2)C#N (4-[5-(4-methanesulfonyl-phenyl)-2,3-dihydro-furo[2,3-c]pyridin-2-yl]-piperidine-1-carbonitrile), ONC(C(C)C)=N (N-hydroxy-isobutyramidine). The product is C(C)(C)C1=NOC(=N1)N1CCC(CC1)C1CC=2C(=CN=C(C2)C2=CC=C(C=C2)S(=O)(=O)C)O1 (2-[1-(3-Isopropyl-[1,2,4]oxadiazol-5-yl)-piperidin-4-yl]-5-(4-methanesulfonyl-phenyl)-2,3-dihydro-furo[2,3-c]pyridine). Reaction SMILES: [CH3:1][S:2]([C:5]1[CH:10]=[CH:9][C:8]([C:11]2[CH:12]=[C:13]3[CH2:19][CH:18]([CH:20]4[CH2:25][CH2:24][N:23]([C:26]#[N:27])[CH2:22][CH2:21]4)[O:17][C:14]3=[CH:15][N:16]=2)=[CH:7][CH:6]=1)(=[O:4])=[O:3].[OH:28][NH:29][C:30](=N)[CH:31]([CH3:33])[CH3:32]>>[CH:31]([C:30]1[N:27]=[C:26]([N:23]2[CH2:24][CH2:25][CH:20]([CH:18]3[O:17][C:14]4=[CH:15][N:16]=[C:11]([C:8]5[CH:9]=[CH:10][C:5]([S:2]([CH3:1])(=[O:3])=[O:4])=[CH:6][CH:7]=5)[CH:12]=[C:13]4[CH2:19]3)[CH2:21][CH2:22]2)[O:28][N:29]=1)([CH3:33])[CH3:32]. Procedure details: The title compound is prepared from 4-[5-(4-methanesulfonyl-phenyl)-2,3-dihydro-furo[2,3-c]pyridin-2-yl]-piperidine-1-carbonitrile and N-hydroxy-isobutyramidine following a procedure analogous to that described in Example 2. LC (method 5): tR=1.15 min; Mass spectrum (ESI+): m/z=469 [M+H]+.